From a dataset of the Open Reaction Database (ORD), a public repository of structured organic reaction records. describe an organic reaction: reactants, conditions, products, and yield Yields the product CCCCCCCCOc1cc(C)c(N)c(C)c1. The reactants are CCCCCCCCOc1cc(C)c([N+](=O)[O-])c(C)c1, CO. RXN SMILES: [CH3:1][c:2]1[c:3]([N+:18]([O-:19])=[O:20])[c:4]([CH3:17])[cH:5][c:6]([O:8][CH2:9][CH2:10][CH2:11][CH2:12][CH2:13][CH2:14][CH2:15][CH3:16])[cH:7]1.[CH3:21][OH:22]>>[CH3:1][c:2]1[c:3]([NH2:18])[c:4]([CH3:17])[cH:5][c:6]([O:8][CH2:9][CH2:10][CH2:11][CH2:12][CH2:13][CH2:14][CH2:15][CH3:16])[cH:7]1. Reactants: N#Cc1cccnc1, O=[Mn]=O, O. The product is NC(=O)c1cccnc1. Reaction SMILES: [C:1](#[N:2])[c:3]1[cH:4][n:5][cH:6][cH:7][cH:8]1.[O:10]=[Mn:11]=[O:12].[OH2:9]>>[C:1]([NH2:2])([c:3]1[cH:4][n:5][cH:6][cH:7][cH:8]1)=[O:9].